Dataset: the Open Reaction Database (ORD), a public repository of structured organic reaction records. Task: describe an organic reaction: reactants, conditions, products, and yield Reactants: O[C@@H]1CC2=CC[C@H]3[C@@H]4C[C@H]([C@H](C(CI)=O)[C@]4(CC[C@@H]3[C@]2(CC1)C)C)C (3β-Hydroxy-21-iodo-16α-methylpregn-5-en-20-one), N1(CCCC1)C1=NC(=CC(=N1)N1CCNCC1)N1CCCC1 (4-[2,6-bis(1-pyrrolidinyl)-4-pyrimidinyl]piperazine). Run in CN(C)C=O (DMF). The product is O[C@@H]1CC2=CC[C@H]3[C@@H]4C[C@H]([C@H](C(CN5CCN(CC5)C5=NC(=NC(=C5)N5CCCC5)N5CCCC5)=O)[C@]4(CC[C@@H]3[C@]2(CC1)C)C)C (3β-Hydroxy-16α-methyl-21-[4-[2,6-bis(1-pyrrolidinyl)-4-pyrimidinyl]-1-piperazinyl]pregn-5-en-20-one). RXN SMILES: [OH:1][C@H:2]1[CH2:22][CH2:21][C@@:20]2([CH3:23])[C:4](=[CH:5][CH2:6][C@@H:7]3[C@@H:19]2[CH2:18][CH2:17][C@@:16]2([CH3:24])[C@H:8]3[CH2:9][C@@H:10]([CH3:25])[C@@H:11]2[C:12](=[O:15])[CH2:13]I)[CH2:3]1.[N:26]1([C:31]2[N:36]=[C:35]([N:37]3[CH2:42][CH2:41][NH:40][CH2:39][CH2:38]3)[CH:34]=[C:33]([N:43]3[CH2:47][CH2:46][CH2:45][CH2:44]3)[N:32]=2)[CH2:30][CH2:29][CH2:28][CH2:27]1>CN(C=O)C>[OH:1][C@H:2]1[CH2:22][CH2:21][C@@:20]2([CH3:23])[C:4](=[CH:5][CH2:6][C@@H:7]3[C@@H:19]2[CH2:18][CH2:17][C@@:16]2([CH3:24])[C@H:8]3[CH2:9][C@@H:10]([CH3:25])[C@@H:11]2[C:12](=[O:15])[CH2:13][N:40]2[CH2:41][CH2:42][N:37]([C:35]3[CH:34]=[C:33]([N:43]4[CH2:47][CH2:46][CH2:45][CH2:44]4)[N:32]=[C:31]([N:26]4[CH2:30][CH2:29][CH2:28][CH2:27]4)[N:36]=3)[CH2:38][CH2:39]2)[CH2:3]1. Procedure details: 3β-Hydroxy-21-iodo-16α-methylpregn-5-en-20-one (10 g) is added all at once to 4-[2,6-bis(1-pyrrolidinyl)-4-pyrimidinyl]piperazine (16 g) in DMF (400 ml) at 65° and then concentrated to 50 ml under reduced pressure. The concentrate is added to sodium dihydrogen phosphate (0.3M, 400 ml) and ethyl acetate (500 ml). The pH is adjusted to 4.5 with 0.3M phosphoric acid. The ethyl acetate layer is separated and extracted with sodium dihydrogen phosphate (0.3M, 2×200 ml). The ethyl acetate extract is th... Starting materials: Cc1nc2ccc(Br)cc2c(-c2ccc(S(C)(=O)=O)cc2)c1C(=O)C(F)(F)F, OC1(c2ccccc2)CCNCC1. Yields the product Cc1nc2ccc(N3CCC(O)(c4ccccc4)CC3)cc2c(-c2ccc(S(C)(=O)=O)cc2)c1C(=O)C(F)(F)F. Reaction SMILES: [Br:1][c:2]1[cH:3][c:4]2[c:5](-[c:19]3[cH:20][cH:21][c:22]([S:25](=[O:26])(=[O:27])[CH3:28])[cH:23][cH:24]3)[c:6]([C:13]([C:14]([F:15])([F:16])[F:17])=[O:18])[c:7]([CH3:12])[n:8][c:9]2[cH:10][cH:11]1.[OH:29][C:30]1([c:36]2[cH:37][cH:38][cH:39][cH:40][cH:41]2)[CH2:31][CH2:32][NH:33][CH2:34][CH2:35]1>>[c:2]1([N:33]2[CH2:32][CH2:31][C:30]([OH:29])([c:36]3[cH:37][cH:38][cH:39][cH:40][cH:41]3)[CH2:35][CH2:34]2)[cH:3][c:4]2[c:5](-[c:19]3[cH:20][cH:21][c:22]([S:25](=[O:26])(=[O:27])[CH3:28])[cH:23][cH:24]3)[c:6]([C:13]([C:14]([F:15])([F:16])[F:17])=[O:18])[c:7]([CH3:12])[n:8][c:9]2[cH:10][cH:11]1. Starting materials: O=C1N(C(C2=CC=CC=C12)=O)CCC1=CN=C(S1)NC(=O)NC1=CC(=CC=C1)F (1-{5-[2-(1,3-dioxo-1,3-dihydro-isoindol-2-yl)-ethyl]-thiazol-2-yl}-3-(3-fluoro-phenyl)-urea), NN (hydrazine). Run in C(C)O (ethanol). Run at temperature 65 celsius, time 4 hour. Yields the product NCCC1=CN=C(S1)NC(=O)NC1=CC(=CC=C1)F (1-[5-(2-amino-ethyl)-thiazol-2-yl]-3-(3-fluoro-phenyl)-urea). Isolated yield 90.1%. RXN SMILES: O=C1C2C(=CC=CC=2)C(=O)[N:3]1[CH2:12][CH2:13][C:14]1[S:18][C:17]([NH:19][C:20]([NH:22][C:23]2[CH:28]=[CH:27][CH:26]=[C:25]([F:29])[CH:24]=2)=[O:21])=[N:16][CH:15]=1.NN>C(O)C>[NH2:3][CH2:12][CH2:13][C:14]1[S:18][C:17]([NH:19][C:20]([NH:22][C:23]2[CH:28]=[CH:27][CH:26]=[C:25]([F:29])[CH:24]=2)=[O:21])=[N:16][CH:15]=1. Procedure details: To a suspension of compound 60.1 (2.6 g) in ethanol (64 mL) was added hydrazine (2.0 mL) and the reaction stirred at 65° C. for 4 hours. The solid that formed was filtered off and the filtrate was concentrated to give 1-[5-(2-amino-ethyl)-thiazol-2-yl]-3-(3-fluoro-phenyl)-urea (compound 60.2; 1.6 g) as a yellow solid.